From a dataset of the Open Reaction Database (ORD), a public repository of structured organic reaction records. describe an organic reaction: reactants, conditions, products, and yield Starting materials: C(C1=CC=CC=C1)C(C(=O)OCC)(CC#CC)C(=O)OCC (ethyl 2-benzyl-2-carboethoxy-4-hexynoate), C(C1=CC=CC=C1)C(C(=O)O)CC#CC (2-benzyl-4-hexynoic acid). Yields the product C(C#C)C(C(=O)O)CCCC (2-Propargylhexanoic Acid). Reaction SMILES: [CH2:1]([C:8](C(OCC)=O)([CH2:14][C:15]#[C:16][CH3:17])[C:9]([O:11]CC)=[O:10])[C:2]1C=CC=C[CH:3]=1.C(C(CC#CC)C(O)=O)C1C=CC=CC=1>>[CH2:1]([CH:8]([CH2:14][CH2:15][CH2:16][CH3:17])[C:9]([OH:11])=[O:10])[C:2]#[CH:3]. Procedure details: Proceeding similarly, but replacing ethyl 2-carboethoxy-2-propargylhexanoate with ethyl 2-benzyl-2-carboethoxy-4-hexynoate, 2-benzyl-4-hexynoic acid is prepared. Reactants: Cc1cc(S(=O)(=O)Nc2cc(Cl)cnc2Br)ccc1Cl, O=C([O-])[O-], C1CCOC1, COCCl, [K+], [K+]. The product is COCN(c1cc(Cl)cnc1Br)S(=O)(=O)c1ccc(Cl)c(C)c1. As a reaction SMILES: [Br:5][c:6]1[n:7][cH:8][c:9]([Cl:24])[cH:10][c:11]1[NH:12][S:13](=[O:14])(=[O:15])[c:16]1[cH:17][c:18]([CH3:23])[c:19]([Cl:22])[cH:20][cH:21]1.[C:25](=[O:26])([O-:27])[O-:28].[CH2:31]1[O:32][CH2:33][CH2:34][CH2:35]1.[CH3:1][O:2][CH2:3][Cl:4].[K+:29].[K+:30]>>[CH3:1][O:2][CH2:3][N:12]([c:11]1[c:6]([Br:5])[n:7][cH:8][c:9]([Cl:24])[cH:10]1)[S:13](=[O:14])(=[O:15])[c:16]1[cH:17][c:18]([CH3:23])[c:19]([Cl:22])[cH:20][cH:21]1. The reactants are C(C1=CC=CC=C1)OC1=CC(=C(C=C1)NC(OC(C)(C)C)=O)Cl (tert-butyl [4-(benzyloxy)-2-chlorophenyl]carbamate), [H-].[Na+] (sodium hydride), CN(C=O)C (N,N-dimethylformamide), O (water), IC (Iodomethane). Run at time 30 minute. Yields the product C(C1=CC=CC=C1)OC1=CC(=C(C=C1)CNC(OC(C)(C)C)=O)Cl (tert-butyl [4-(benzyloxy)-2-chlorophenyl]methylcarbamate). RXN SMILES: [CH2:1]([O:8][C:9]1[CH:14]=[CH:13][C:12](NC(=O)OC(C)(C)C)=[C:11]([Cl:23])[CH:10]=1)[C:2]1[CH:7]=[CH:6][CH:5]=[CH:4][CH:3]=1.[H-].[Na+].IC.[OH2:28].C[N:30]([CH3:33])[CH:31]=[O:32]>>[CH2:1]([O:8][C:9]1[CH:14]=[CH:13][C:12]([CH2:33][NH:30][C:31](=[O:28])[O:32][C:2]([CH3:7])([CH3:3])[CH3:1])=[C:11]([Cl:23])[CH:10]=1)[C:2]1[CH:3]=[CH:4][CH:5]=[CH:6][CH:7]=1 |f:1.2|. Procedure details: To a solution of tert-butyl [4-(benzyloxy)-2-chlorophenyl]carbamate (3.00 g) in N,N-dimethylformamide (45.0 mL) was added 55% sodium hydride (471 mg) under ice-cooling and a nitrogen flow, followed by stirring for 30 minutes under ice-cooling. Iodomethane (0.673 mL) was added thereto under ice-cooling, followed by stirring for 30 minutes. To the reaction mixture was added water, followed by extraction with ethyl acetate. The organic layer was dried over anhydrous sodium sulfate and concentrated ... Reactants: CCOC(=O)C (EtOAc), ClC=1N=CC2=C(N1)CCN(C2)C(=O)C=2C=NC=CC2 ((2-chloro-7,8-dihydropyrido[4,3-d]pyrimidin-6(5H)-yl)(pyridin-3-yl)methanone), Intermediate 5, S1C=C(C=C1)N (thiophen-3-amine), C(C)(C)O (isopropanol). Run at temperature 60 celsius, time 8 hour. Yields the product N1=CC(=CC=C1)C(=O)N1CC2=CC=C(C=C2CC1)NC1=CSC=C1 (2-(pyridin-3-ylcarbonyl)-N-3-thienyl-1,2,3,4-tetrahydroisoquinolin-6-amine). Isolated yield 39.1%. As a reaction SMILES: ClC1N=[CH:4][C:5]2[CH2:11][N:10]([C:12]([C:14]3[CH:15]=[N:16][CH:17]=[CH:18][CH:19]=3)=[O:13])[CH2:9][CH2:8][C:6]=2N=1.[S:20]1[CH:24]=[CH:23][C:22]([NH2:25])=[CH:21]1.CCOC(C)=O.[CH:32](O)([CH3:34])[CH3:33]>>[N:16]1[CH:17]=[CH:18][CH:19]=[C:14]([C:12]([N:10]2[CH2:9][CH2:8][C:6]3[C:5](=[CH:4][CH:33]=[C:32]([NH:25][C:22]4[CH:23]=[CH:24][S:20][CH:21]=4)[CH:34]=3)[CH2:11]2)=[O:13])[CH:15]=1. Procedure details: A solution of (2-chloro-7,8-dihydropyrido[4,3-d]pyrimidin-6(5H)-yl)(pyridin-3-yl)methanone, Intermediate 5 (0.025 g, 0.091 mmol) in isopropanol (0.1 mL) was treated with thiophen-3-amine (0.0099 g, 0.100 mmol). The resulting mixture was heated to 60° C. and allowed to stir overnight. After being allowed to cool to room temperature EtOAc (10 mL) was added to the reaction mixture, and the resulting solution was then washed twice with brine (10 mL). The combined aqueous layers were washed once with... The reactants are Br[C@@H]1COC2=CC=C(C=C2[C@H]1O)Br (racemic-trans-3,6-dibromochroman-4-ol), [OH-].[NH4+] (ammonium hydroxide). Solvent: O1CCCC1 (tetrahydrofuran), C(C)O (ethanol). Conditions: temperature 43 celsius, time 3 hour. Product: N[C@@H]1[C@H](COC2=CC=C(C=C12)Br)O ((3R,4S)-4-Amino-6-bromo-chroman-3-ol). Yield: 69.0%. Reaction SMILES: Br[C@H:2]1[C@H:11](O)[C:10]2[C:5](=[CH:6][CH:7]=[C:8]([Br:13])[CH:9]=2)[O:4][CH2:3]1.[OH-:14].[NH4+:15]>O1CCCC1.C(O)C>[NH2:15][C@H:11]1[C:10]2[C:5](=[CH:6][CH:7]=[C:8]([Br:13])[CH:9]=2)[O:4][CH2:3][C@@H:2]1[OH:14] |f:1.2|. Reported procedure: To a solution of racemic-trans-3,6-dibromochroman-4-ol (5.10 kg, 16.6 mol) in tetrahydrofuran (5.0 L) and ethanol (5.0 L) at room temperature, add ammonium hydroxide (13.0 L) in one portion and slowly heat to 43° C. over 2 hr. and continue heating for 14 hr. Concentrate the mixture under reduced pressure to remove about 9 L of solvent. Add methyl tert-butyl ether (10 L) to the residual slurry and stir the mixture for 3 hr. at 25° C. Collect the precipitate by filtration, wash with water (2×2 L) ... Reactants: [N+](=O)([O-])C=1C=C(CN)C=CC1 (3-nitrobenzylamine), ClC=1C2=C(N=C(N1)C1=NC=CC=C1)SC(=C2C)C (4-chloro-2-(pyridin-2-yl)-5,6-dimethyl-thieno-[2,3-d]-pyrimidine). Yields the product N1=C(C=CC=C1)C=1N=C(C2=C(N1)SC(=C2C)C)NCC2=CC(=CC=C2)[N+](=O)[O-] (2-(pyridin-2-yl)-4-(3-nitrobenzylamino)-5,6-dimethyl-thieno-[2,3-d]-pyrimidine). RXN SMILES: [N+:1]([C:4]1[CH:5]=[C:6]([CH:9]=[CH:10][CH:11]=1)[CH2:7][NH2:8])([O-:3])=[O:2].Cl[C:13]1[C:14]2[C:27]([CH3:28])=[C:26]([CH3:29])[S:25][C:15]=2[N:16]=[C:17]([C:19]2[CH:24]=[CH:23][CH:22]=[CH:21][N:20]=2)[N:18]=1>>[N:20]1[CH:21]=[CH:22][CH:23]=[CH:24][C:19]=1[C:17]1[N:18]=[C:13]([NH:8][CH2:7][C:6]2[CH:9]=[CH:10][CH:11]=[C:4]([N+:1]([O-:3])=[O:2])[CH:5]=2)[C:14]2[C:27]([CH3:28])=[C:26]([CH3:29])[S:25][C:15]=2[N:16]=1. Procedure: With the procedure of Example 1, the reaction of 3-nitrobenzylamine with 4-chloro-2-(pyridin-2-yl)-5,6-dimethyl-thieno-[2,3-d]-pyrimidine yields 2-(pyridin-2-yl)-4-(3-nitrobenzylamino)-5,6-dimethyl-thieno-[2,3-d]-pyrimidine.